From a dataset of the Open Reaction Database (ORD), a public repository of structured organic reaction records. describe an organic reaction: reactants, conditions, products, and yield Starting materials: [H-].[Na+] (Sodium hydride), CS(=O)(=O)N (methanesulfonamide), BrCC=1C(=CC=CC1)CBr (α,α'-dibromo-o-xylene). Solvent: CN(C=O)C (dimethyl formamide), CN(C)C=O (DMF), CN(C=O)C (dimethyl formamide). Run at temperature 60 celsius, time 0.5 hour. The product is CS(=O)(=O)N1C=C2C=CC=CC2=C1 (N-methanesulfonyl isoindole). As a reaction SMILES: [H-].[Na+].[CH3:3][S:4]([NH2:7])(=[O:6])=[O:5].Br[CH2:9][C:10]1[C:11]([CH2:16]Br)=[CH:12][CH:13]=[CH:14][CH:15]=1>CN(C)C=O>[CH3:3][S:4]([N:7]1[CH:16]=[C:11]2[C:10]([CH:15]=[CH:14][CH:13]=[CH:12]2)=[CH:9]1)(=[O:6])=[O:5] |f:0.1|. Reported procedure: Sodium hydride (0.88 g) was suspended in 3 ml dimethyl formamide. To this stirred solution was added methanesulfonamide (0.95 g, 10 mmol) in 5 ml dimethyl formamide dropwise under nitrogen. After stirring at 60° C. for 0.5 hours, a solution of 2.64 g (10 mmol) α,α'-dibromo-o-xylene in 7 ml DMF was added at a rate appropriate to maintain the temperature at 60°-70° C. The mixture was stirred at room temperature for another hour, then quenched by pouring into water. The resulting precipitate was co... Reaction SMILES: Br[C:2]1[CH:7]=[CH:6][CH:5]=[C:4]([C:8]2[NH:9][C:10]3[CH:16]=[CH:15][CH:14]=[CH:13][C:11]=3[N:12]=2)[N:3]=1.C([Sn](CCCC)CCCC)CCC.[N:30]1[CH:35]=[CH:34][CH:33]=[CH:32][CH:31]=1>[Pd]>[N:12]1[C:11]2[CH:13]=[CH:14][CH:15]=[CH:16][C:10]=2[NH:9][C:8]=1[C:4]1[CH:5]=[CH:6][CH:7]=[C:2]([C:31]2[CH:32]=[CH:33][CH:34]=[CH:35][N:30]=2)[N:3]=1 |^1:17|. Product: N1=C(NC2=C1C=CC=C2)C2=NC(=CC=C2)C2=NC=CC=C2 (2-benzimidazolyl-6-pyridyl pyridine). Reagents/catalysts: [Pd] (palladium). The reactants are 2-bromo-6-carboxyl pyridine, C(CCC)[Sn](CCCC)CCCC (tributyl-tin), N1=CC=CC=C1 (pyridine), ortho-substituted aniline, BrC1=NC(=CC=C1)C=1NC2=C(N1)C=CC=C2 (2-bromo-6-benzimidazolyl pyridine). Procedure: In Scheme 3, the starting material is 2-bromo-6-carboxyl pyridine 7. Addition of an ortho-substituted aniline derivative 2 using BOP chemistry generates 2-bromo-6-benzimidazolyl pyridine 8. A tributyl-tin activated pyridine 11 is added to 8 in the presence of a palladium catalyst to yield 2-benzimidazolyl-6-pyridyl pyridine 6. The reactants are CC1=C(C=C(C=C1)C)C(C[SiH](Cl)Cl)C (3-(2,5-dimethylphenyl)-1,1-dichloro-1-silabutane), C=CC1=CC=CC=C1 (styrene). The reagents and catalysts are [H+].[H+].Cl[Pt-2](Cl)(Cl)(Cl)(Cl)Cl (chloroplatinic acid). Solvent: C(C)(C)O (isopropanol). The product is Cl[Si](CCC1=CC=CC=C1)(CC(C)C1=C(C=CC(=C1)C)C)Cl (3,3-dichloro-5-(2,5-dimethylphenyl)-1-phenyl-3-silahexane). Yield: 78.0%. Reaction SMILES: [CH3:1][C:2]1[CH:7]=[CH:6][C:5]([CH3:8])=[CH:4][C:3]=1[CH:9]([CH3:14])[CH2:10][SiH:11]([Cl:13])[Cl:12].[CH2:15]=[CH:16][C:17]1[CH:22]=[CH:21][CH:20]=[CH:19][CH:18]=1>C(O)(C)C.[H+].[H+].Cl[Pt-2](Cl)(Cl)(Cl)(Cl)Cl>[Cl:13][Si:11]([Cl:12])([CH2:10][CH:9]([C:3]1[CH:4]=[C:5]([CH3:8])[CH:6]=[CH:7][C:2]=1[CH3:1])[CH3:14])[CH2:15][CH2:16][C:17]1[CH:22]=[CH:21][CH:20]=[CH:19][CH:18]=1 |f:3.4.5|. Procedure: In the same apparatus and procedure as EXAMPLE 1, 6.2 g (0.027 mole) of 3-(2,5-dimethylphenyl)-1,1-dichloro-1-silabutane, 5.4 g (0.05 mole) of styrene, and 90 μl of 1% chloroplatinic acid in isopropanol were placed and refluxed under the dry nitrogen atmosphere for 3 hours. Vacuum distillation of the reaction products gave 7.4 g (bp, 139°-141° C./0.6 mmHg) of 3,3-dichloro-5-(2,5-dimethylphenyl)-1-phenyl-3-silahexane. Reactants: CCOC(=O)c1c(C)cn2ccccc12, CCOC(=O)c1c(C)c(C(=O)c2ccc([N+](=O)[O-])c(OC)c2)n2ccccc12, [Na+], C1COCCO1, [OH-]. The product is COc1cc(C(=O)c2c(C)c(C(=O)O)c3ccccn23)ccc1[N+](=O)[O-]. RXN SMILES: [CH3:31][c:32]1[c:33]([C:34]([O:35][CH2:36][CH3:37])=[O:38])[c:39]2[n:40]([cH:41]1)[cH:42][cH:43][cH:44][cH:45]2.[CH3:3][O:4][c:5]1[cH:6][c:7]([C:8](=[O:9])[c:10]2[c:11]([CH3:24])[c:12]([C:19](=[O:20])[O:21][CH2:22][CH3:23])[c:13]3[cH:14][cH:15][cH:16][cH:17][n:18]23)[cH:25][cH:26][c:27]1[N+:28](=[O:29])[O-:30].[Na+:2].[O:46]1[CH2:47][CH2:48][O:49][CH2:50][CH2:51]1.[OH-:1]>>[CH3:3][O:4][c:5]1[cH:6][c:7]([C:8](=[O:9])[c:10]2[c:11]([CH3:24])[c:12]([C:19](=[O:20])[OH:21])[c:13]3[cH:14][cH:15][cH:16][cH:17][n:18]23)[cH:25][cH:26][c:27]1[N+:28](=[O:29])[O-:30]. Starting materials: CCCC[SnH](CCCC)CCCC, Cc1ccccc1, C#CCCCCCC. Yields the product CCCCCCC=C[SnH3]. Reaction SMILES: [CH2:9]([SnH:13]([CH2:10][CH2:11][CH2:12][CH3:14])[CH2:15][CH2:16][CH2:17][CH3:18])[CH2:19][CH2:20][CH3:21].[CH3:22][c:23]1[cH:24][cH:25][cH:26][cH:27][cH:28]1.[CH:1]#[C:2][CH2:3][CH2:4][CH2:5][CH2:6][CH2:7][CH3:8]>>[CH:1](=[CH:2][CH2:3][CH2:4][CH2:5][CH2:6][CH2:7][CH3:8])[SnH3:13]. Starting materials: (7S)-(iodomethyl)-3,4-dimethoxybicyclo-[4.2.0]octa-1,3,5-triene, CS(=O)(=O)OC[C@@H]1C2=CC(=C(C=C2C1)OC)OC ((7S)-(3,4-dimethoxybicyclo[4.2.0]octa-1,3,5-trien-7-yl)methyl methanesulphonate), COC1=CC2=C(CC(N(C=C2)CCCNC)=O)C=C1OC (7,8-dimethoxy-3-[3-(methylamino)propyl]-1,3-dihydro-2H-3-benzazepin-2-one). The product is CN(CCCN1CCC2=CC(=C(C=C2CC1=O)OC)OC)C[C@H]3CC4=C3C=C(C(=C4)OC)OC (ivabradine). RXN SMILES: CS(O[CH2:6][C@H:7]1[CH2:14][C:13]2[C:8]1=[CH:9][C:10]([O:17][CH3:18])=[C:11]([O:15][CH3:16])[CH:12]=2)(=O)=O.[CH3:19][O:20][C:21]1[C:37]([O:38][CH3:39])=[CH:36][C:24]2[CH2:25][C:26](=[O:35])[N:27]([CH2:30][CH2:31][CH2:32][NH:33][CH3:34])[CH:28]=[CH:29][C:23]=2[CH:22]=1>>[CH3:34][N:33]([CH2:6][C@@H:7]1[C:8]2[CH:9]=[C:10]([O:17][CH3:18])[C:11]([O:15][CH3:16])=[CH:12][C:13]=2[CH2:14]1)[CH2:32][CH2:31][CH2:30][N:27]1[C:26](=[O:35])[CH2:25][C:24]2[C:23](=[CH:22][C:21]([O:20][CH3:19])=[C:37]([O:38][CH3:39])[CH:36]=2)[CH2:29][CH2:28]1. Reported procedure: By proceeding as in Example 7, starting from (7S)-(iodomethyl)-3,4-dimethoxybicyclo-[4.2.0]octa-1,3,5-triene (or from (7S)-(3,4-dimethoxybicyclo[4.2.0]octa-1,3,5-trien-7-yl)methyl methanesulphonate) and from 7,8-dimethoxy-3-[3-(methylamino)propyl]-1,3-dihydro-2H-3-benzazepin-2-one, there is obtained a compound which is hydrogenated by following the procedure described in patent specification EP 0 534 859 (Example 1, Step D) to yield ivabradine base, which is then converted into its hydrochloride... The reactants are ClC1=CC=C(CCl)C=C1 (4-chlorobenzyl chloride), [Mg] (magnesium), Cl (hydrochloric acid), CC(=O)C (Acetone). The solvent is CCOCC (ether). Yields the product ClC1=CC=C(C=C1)CC(C)(O)C (1-(4-chlorophenyl)-2-methyl-2-propanol). Isolated yield 70.0%. As a reaction SMILES: [Cl:1][C:2]1[CH:9]=[CH:8][C:5]([CH2:6]Cl)=[CH:4][CH:3]=1.[Mg].[CH3:11][C:12]([CH3:14])=[O:13].Cl>CCOCC>[Cl:1][C:2]1[CH:9]=[CH:8][C:5]([CH2:6][C:12]([CH3:14])([OH:13])[CH3:11])=[CH:4][CH:3]=1. Procedure details: A solution of 4-chlorobenzyl chloride (165 g; 1.02 mole) in ether (500 ml) was added dropwise during one hour to magnesium (24.3 g; 1.00 mole) in a three-necked flask equipped with stirrer and reflux condenser. The spontaneous reflux was allowed to continue for another hour and the solution was cooled. Acetone (60.0 g. 1.30 mole) was added dropwise and the solution heated to reflux for three hours. After cooling, the reaction mixture was poured out on ice (500 ml) and concentrated hydrochloric a... Reactants: C1(=CC=CC=C1)C=1SC=CC1 (2-Phenylthiophene), C1CO1 (ethylene oxide). Product: C1(=CC=CC=C1)C1=CC=C(S1)CCO (5-Phenyl-2-(2-hydroxyethyl)thiophene). As a reaction SMILES: [C:1]1([C:7]2[S:8][CH:9]=[CH:10][CH:11]=2)[CH:6]=[CH:5][CH:4]=[CH:3][CH:2]=1.[CH2:12]1[O:14][CH2:13]1>>[C:1]1([C:7]2[S:8][C:9]([CH2:12][CH2:13][OH:14])=[CH:10][CH:11]=2)[CH:2]=[CH:3][CH:4]=[CH:5][CH:6]=1. Reported procedure: 2-Phenylthiophene(16.0g;0.1 mole) was reacted in a similar manner to Example 40 but using ethylene oxide (10ml; 0.2 mole) instead of paraformaldehyde. The title compound was obtained as a pale yellow crystalline solid, m.p. 74° C.